Dataset: the Open Reaction Database (ORD), a public repository of structured organic reaction records. Task: describe an organic reaction: reactants, conditions, products, and yield The reactants are Compound I, Br (hydrobromide), Compound I, NC=1C(=C(C(=O)OC)C=C(C1)Br)C (methyl 3-amino-5-bromo-2-methylbenzoate), O1CCC(CC1)=O (dihydro-2H-pyran-4(3H)-one). Product: BrC=1C=C(C(=C(C(=O)OC)C1)C)NC1CCOCC1 (methyl 5-bromo-2-methyl-3-((tetrahydro-2H-pyran-4-yl)amino)benzoate). Reaction SMILES: Br.[NH2:2][C:3]1[C:4]([CH3:14])=[C:5]([CH:10]=[C:11]([Br:13])[CH:12]=1)[C:6]([O:8][CH3:9])=[O:7].[O:15]1[CH2:20][CH2:19][C:18](=O)[CH2:17][CH2:16]1>>[Br:13][C:11]1[CH:12]=[C:3]([NH:2][CH:18]2[CH2:19][CH2:20][O:15][CH2:16][CH2:17]2)[C:4]([CH3:14])=[C:5]([CH:10]=1)[C:6]([O:8][CH3:9])=[O:7]. Reported procedure: Scheme 1 below outlines a particular embodiment for the production of the free base of Compound I, as well as the hydrobromide of Compound I. Briefly, methyl 3-amino-5-bromo-2-methylbenzoate (1) is reacted with dihydro-2H-pyran-4(3H)-one under reductive amination conditions to form methyl 5-bromo-2-methyl-3-((tetrahydro-2H-pyran-4-yl)amino)benzoate (2) in step 1. In step 2, reductive amination is again used to form 5-bromo-3-(ethyl(tetrahydro-2H-pyran-4-yl)amino)-2-methylbenzoate (3). This compo... The reactants are C(C(=O)Cl)(=O)Cl (Oxalyl chloride), C1(=C(C=CC=C1)CC(=O)O)CC(=O)O (1,2-phenylenediacetic acid), FC(F)(F)S(=O)(=O)C1=CC(=CC=C1)N (3-aminophenyl trifluoromethyl sulfone). The reagents and catalysts are CN(C)C=O (DMF), CN(C)C=1C=CN=CC1 (DMAP). The solvent is ClCCl (dichloromethane). Conditions: time 1.5 hour. The product is FC(S(=O)(=O)C=1C=C(C=CC1)NC(=O)CC1=C(C=CC=C1)CC(=O)O)(F)F ({2-[(3-Trifluoromethanesulfonyl-phenylcarbamoyl)-methyl)-phenyl}-acetic acid). RXN SMILES: C(Cl)(=O)C(Cl)=O.[C:7]1([CH2:17][C:18]([OH:20])=[O:19])[CH:12]=[CH:11][CH:10]=[CH:9][C:8]=1[CH2:13][C:14]([OH:16])=O.[F:21][C:22]([S:25]([C:28]1[CH:33]=[CH:32][CH:31]=[C:30]([NH2:34])[CH:29]=1)(=[O:27])=[O:26])([F:24])[F:23]>ClCCl.CN(C=O)C.CN(C1C=CN=CC=1)C>[F:23][C:22]([F:21])([F:24])[S:25]([C:28]1[CH:29]=[C:30]([NH:34][C:14]([CH2:13][C:8]2[CH:9]=[CH:10][CH:11]=[CH:12][C:7]=2[CH2:17][C:18]([OH:20])=[O:19])=[O:16])[CH:31]=[CH:32][CH:33]=1)(=[O:26])=[O:27]. Reported procedure: Oxalyl chloride (0.285 mL) was added to a solution of 1,2-phenylenediacetic acid (100 mg, 0.515 mmol) in dichloromethane, followed by 5 drops of DMF. The mixture was stirred at room temperature for 1.5 hours and cooled to 0° C. To the cooled mixture was added DMAP (63 mg, 0.62 mmol) and 3-aminophenyl trifluoromethyl sulfone (116 mg, 0.515 mmol). The mixture was allowed to warm to room temperature and extracted with ethyl acetate. The organic layer was washed with water, brine, dried and purified... Starting materials: CCOC(C)=O, CC#N, CC(C)CCON=O, CCCCCCC, ICI, CCOC(=O)c1cc(Cl)c(N)c(OC)c1. The product is CCOC(=O)c1cc(Cl)c(I)c(OC)c1. Reaction SMILES: [C:30]([O:31][CH2:32][CH3:33])(=[O:34])[CH3:35].[CH3:16][C:17]#[N:18].[CH3:22][CH:23]([CH2:24][CH2:25][O:26][N:27]=[O:28])[CH3:29].[CH3:36][CH2:37][CH2:38][CH2:39][CH2:40][CH2:41][CH3:42].[I:19][CH2:20][I:21].[NH2:1][c:2]1[c:3]([Cl:15])[cH:4][c:5]([C:6](=[O:7])[O:8][CH2:9][CH3:10])[cH:11][c:12]1[O:13][CH3:14]>>[c:2]1([I:19])[c:3]([Cl:15])[cH:4][c:5]([C:6](=[O:7])[O:8][CH2:9][CH3:10])[cH:11][c:12]1[O:13][CH3:14].